Dataset: the Open Reaction Database (ORD), a public repository of structured organic reaction records. Task: describe an organic reaction: reactants, conditions, products, and yield Reaction SMILES: [CH3:1][O:2][C:3]1[C:16]2[C:15](=[O:17])[C:14]3[C:9](=[CH:10][CH:11]=[CH:12][C:13]=3[O:18][CH3:19])[C:8](=[O:20])[C:7]=2[CH:6]=[C:5]([C:21]([OH:23])=[O:22])[CH:4]=1.[N+:24]([O-])([O-:26])=[O:25].[K+]>S(=O)(=O)(O)O>[CH3:1][O:2][C:3]1[C:16]2[C:15](=[O:17])[C:14]3[C:9](=[C:10]([N+:24]([O-:26])=[O:25])[CH:11]=[CH:12][C:13]=3[O:18][CH3:19])[C:8](=[O:20])[C:7]=2[CH:6]=[C:5]([C:21]([OH:23])=[O:22])[CH:4]=1 |f:1.2|. Reported procedure: Concentrated sulphuric acid (20 ml) was cooled to 5° C., and 9,10-dihydro-4,5-dimethoxy-9,10-dioxoanthracene-2-carboxylic acid (1 g) was added portionwise during fifteen minutes, resulting in a deep crimson coloration. Maintaining the cool temperature, potassium nitrate (0.36 g) was added portionwise during 10 minutes. Stirring continued at 5° C. for a further 15 minutes before the mixture was allowed to warm to room temperature. Upon reaching room temperature, the mixture was heated to 40° C. f... Run in S(O)(O)(=O)=O (sulphuric acid). The reactants are COC1=CC(=CC=2C(C3=CC=CC(=C3C(C12)=O)OC)=O)C(=O)O (9,10-dihydro-4,5-dimethoxy-9,10-dioxoanthracene-2-carboxylic acid), [N+](=O)([O-])[O-].[K+] (potassium nitrate). Yields the product COC1=CC(=CC=2C(C3=C(C=CC(=C3C(C12)=O)OC)[N+](=O)[O-])=O)C(=O)O (9,10-dihydro-4,5-dimethoxy-9,10-dioxo-8-nitro-anthracene-2-carboxylic acid). Reaction conditions: time 15 minute. Reactants: Cc1ccc(Oc2cc(Br)cnc2C#N)c(C)n1, [Na+], [OH-], O=S(=O)(O)O. Product: Cc1ccc(Oc2cc(Br)cnc2C(N)=O)c(C)n1. RXN SMILES: [Br:1][c:2]1[cH:3][c:4]([O:10][c:11]2[c:12]([CH3:18])[n:13][c:14]([CH3:17])[cH:15][cH:16]2)[c:5]([C:8]#[N:9])[n:6][cH:7]1.[Na+:25].[OH-:24].[S:19]([OH:20])(=[O:21])(=[O:22])[OH:23]>>[Br:1][c:2]1[cH:3][c:4]([O:10][c:11]2[c:12]([CH3:18])[n:13][c:14]([CH3:17])[cH:15][cH:16]2)[c:5]([C:8]([NH2:9])=[O:20])[n:6][cH:7]1.